From a dataset of the Open Reaction Database (ORD), a public repository of structured organic reaction records. describe an organic reaction: reactants, conditions, products, and yield The reactants are CCN(C(C)C)C(C)C, NCCN1CCCC1, CCOC(=O)Cn1ncc(-c2ccccc2)c1-c1ccccc1. The product is O=C(Cn1ncc(-c2ccccc2)c1-c1ccccc1)NCCN1CCCC1. As a reaction SMILES: [CH:32]([N:33]([CH:34]([CH3:35])[CH3:36])[CH2:37][CH3:38])([CH3:39])[CH3:40].[NH2:24][CH2:25][CH2:26][N:27]1[CH2:28][CH2:29][CH2:30][CH2:31]1.[c:1]1(-[c:7]2[cH:8][n:9][n:10]([CH2:18][C:19]([O:21][CH2:20][CH3:22])=[O:23])[c:11]2-[c:12]2[cH:13][cH:14][cH:15][cH:16][cH:17]2)[cH:2][cH:3][cH:4][cH:5][cH:6]1>>[c:1]1(-[c:7]2[cH:8][n:9][n:10]([CH2:18][C:19](=[O:21])[NH:24][CH2:25][CH2:26][N:27]3[CH2:28][CH2:29][CH2:30][CH2:31]3)[c:11]2-[c:12]2[cH:13][cH:14][cH:15][cH:16][cH:17]2)[cH:2][cH:3][cH:4][cH:5][cH:6]1. Reactants: ClC1=C(C(=C(C=C1)C(=O)C1(OC1)C(F)(F)F)OC)F ((4-Chloro-3-fluoro-2-methoxyphenyl)[2-(trifluoromethyl)oxiranyl]methanone), C([O-])([O-])=O.[Cs+].[Cs+] (caesium carbonate), CO (methanol). Yields the product ClC1=C(C(=C(C=C1)C(C(C(F)(F)F)(COC)O)=O)OC)F (1-(4-chloro-3-fluoro-2-methoxyphenyl)-3,3,3-trifluoro-2-hydroxy-2-methoxymethypropan-1-one). Reaction SMILES: [Cl:1][C:2]1[CH:7]=[CH:6][C:5]([C:8]([C:10]2([C:13]([F:16])([F:15])[F:14])C[O:11]2)=[O:9])=[C:4]([O:17][CH3:18])[C:3]=1[F:19].[C:20](=O)([O-])[O-].[Cs+].[Cs+].[CH3:26][OH:27]>>[Cl:1][C:2]1[CH:7]=[CH:6][C:5]([C:8](=[O:9])[C:10]([OH:11])([CH2:26][O:27][CH3:20])[C:13]([F:16])([F:15])[F:14])=[C:4]([O:17][CH3:18])[C:3]=1[F:19] |f:1.2.3|. Procedure details: 285 mg (0.95 mmol) (4-Chloro-3-fluoro-2-methoxyphenyl)[2-(trifluoromethyl)oxiranyl]methanone are stirred with 622 mg (1.9 mmol) caesium carbonate in 6.7 ml methanol. The reaction is quenched by addition of water after one day. The aqueous layer is extracted with ethyl acetate, the combined organic phases are washed with brine, dried over sodium sulphate and then evaporated to yield 262 mg 1-(4-chloro-3-fluoro-2-methoxyphenyl)-3,3,3-trifluoro-2-hydroxy-2-methoxymethypropan-1-one. To 27 mg (0.15 m...